From a dataset of the Open Reaction Database (ORD), a public repository of structured organic reaction records. describe an organic reaction: reactants, conditions, products, and yield Reactants: [OH-].[Na+] (sodium hydroxide), COC(=O)C=1OC(=CC1)C1=CC=CC=C1 (5-phenyl-furan-2-carboxylic acid methyl ester). Solvent: O (water), CO (methanol). Conditions: time 4 hour. The product is C1(=CC=CC=C1)C1=CC=C(O1)C(=O)O (5-phenyl-furan-2-carboxylic acid). Isolated yield 97.9%. RXN SMILES: [OH-].[Na+].C[O:4][C:5]([C:7]1[O:8][C:9]([C:12]2[CH:17]=[CH:16][CH:15]=[CH:14][CH:13]=2)=[CH:10][CH:11]=1)=[O:6]>O.CO>[C:12]1([C:9]2[O:8][C:7]([C:5]([OH:6])=[O:4])=[CH:11][CH:10]=2)[CH:13]=[CH:14][CH:15]=[CH:16][CH:17]=1 |f:0.1|. Procedure details: A solution of sodium hydroxide (200 mg) in water (5 ml) was added to a stirred solution of 5-phenyl-furan-2-carboxylic acid methyl ester (7) (384 mg, 1.90 mmoles) in methanol (20 ml) and the mixture was stirred at room temperature for 4 hours. The solvent was evaporated and the residue was diluted with water (10 ml) and acidified to pH=2 with 1 M aqueous hydrochloric acid. The precipitate was collected, washed with water and the residue was triturated with cyclohexane to afford (8) (350 mg) as a...